Dataset: the Open Reaction Database (ORD), a public repository of structured organic reaction records. Task: describe an organic reaction: reactants, conditions, products, and yield The reactants are C1CCOC1, COc1ccc(O)cc1, CC(O)CC(C)O, COCCOC(=O)N=NC(=O)OCCOC, O, c1ccc(P(c2ccccc2)c2ccccc2)cc1. The product is COc1ccc(OC(C)CC(C)O)cc1. RXN SMILES: [CH2:52]1[O:53][CH2:54][CH2:55][CH2:56]1.[CH3:1][O:2][c:3]1[cH:4][cH:5][c:6]([OH:9])[cH:7][cH:8]1.[CH3:29][CH:30]([CH2:31][CH:32]([CH3:33])[OH:34])[OH:35].[CH3:36][O:37][CH2:38][CH2:39][O:40][C:41]([N:42]=[N:43][C:44]([O:45][CH2:46][CH2:47][O:48][CH3:49])=[O:50])=[O:51].[OH2:57].[c:10]1([P:11]([c:12]2[cH:13][cH:14][cH:15][cH:16][cH:17]2)[c:18]2[cH:19][cH:20][cH:21][cH:22][cH:23]2)[cH:24][cH:25][cH:26][cH:27][cH:28]1>>[CH3:1][O:2][c:3]1[cH:4][cH:5][c:6]([O:9][CH:30]([CH3:29])[CH2:31][CH:32]([CH3:33])[OH:34])[cH:7][cH:8]1. RXN SMILES: C([O:9][C@H:10]1[C:24](=[O:25])[N:23]([CH2:26][C:27]([F:30])([F:29])[F:28])[CH2:22][C:13]2[C:14]3[CH:15]=[N:16][NH:17][C:18]=3[C:19]([Cl:21])=[CH:20][C:12]=2[CH2:11]1)(=O)C1C=CC=CC=1.C1COCC1.[OH-].[Li+].O>>[Cl:21][C:19]1[C:18]2[NH:17][N:16]=[CH:15][C:14]=2[C:13]2[CH2:22][N:23]([CH2:26][C:27]([F:28])([F:30])[F:29])[C:24](=[O:25])[C@H:10]([OH:9])[CH2:11][C:12]=2[CH:20]=1 |f:2.3|. Reaction conditions: time 3 hour. Yields the product ClC1=CC2=C(C=3C=NNC13)CN(C([C@@H](C2)O)=O)CC(F)(F)F ((R)-4-chloro-7-hydroxy-9-(2,2,2-trifluoroethyl)-6,7,9,10-tetrahydroazepino[3,4-e]indazol-8(3H)-one). The yield is 53.0%. Procedure details: (R)-4-chloro-8-oxo-9-(2,2,2-trifluoroethyl)-3,6,7,8,9,10-hexahydroazepino[3,4-e]indazol-7-yl benzoate (7.00 g, 16.0 mmol) in THF (60.00 ml, 732 mmol) was added lithium hydroxide (0.766 g, 32.0 mmol) followed by water (6.0 ml, 333 mmol). After 3 h, the solvent was removed and the crude product was diluted with dichloromethane and neutralized with 1.0 M HCl. The organic phase was dried and the crude product was purified by flash chromatography using 70% EtOAc in hexane to give (R)-4-chloro-7-hydro... The reactants are C(C1=CC=CC=C1)(=O)O[C@@H]1CC2=C(C=3C=NNC3C(=C2)Cl)CN(C1=O)CC(F)(F)F ((R)-4-chloro-8-oxo-9-(2,2,2-trifluoroethyl)-3,6,7,8,9,10-hexahydroazepino[3,4-e]indazol-7-yl benzoate), C1CCOC1 (THF), [OH-].[Li+] (lithium hydroxide), O (water). The reactants are CC(C)C1CCNC(=O)CC1, ClP(Cl)(Cl)(Cl)Cl, Cl, O. Product: CC(C)C1CCNC(=O)C(Cl)(Cl)C1. Reaction SMILES: [CH:1]([CH3:2])([CH3:3])[CH:4]1[CH2:5][CH2:6][C:7](=[O:11])[NH:8][CH2:9][CH2:10]1.[Cl:12][P:13]([Cl:14])([Cl:15])([Cl:16])[Cl:17].[ClH:18].[OH2:19]>>[CH:1]([CH3:2])([CH3:3])[CH:4]1[CH2:5][C:6]([Cl:12])([Cl:18])[C:7](=[O:11])[NH:8][CH2:9][CH2:10]1. Starting materials: O.NN (hydrazine hydrate), C(C)(=O)O (acetic acid), CN(/C(=C/C(=O)C=1SC=CC1NC(CC1=CC=CC2=CC=CC=C12)=O)/C)C ((E)-N-(2-(3-(dimethylamino)but-2-enoyl)thiophen-3-yl)-2-(naphthalen-1-yl)acetamide). Yield: 15.6%. RXN SMILES: C[N:2](C)/[C:3](/[CH3:26])=[CH:4]/[C:5]([C:7]1[S:8][CH:9]=[CH:10][C:11]=1[NH:12][C:13](=[O:25])[CH2:14][C:15]1[C:24]2[C:19](=[CH:20][CH:21]=[CH:22][CH:23]=2)[CH:18]=[CH:17][CH:16]=1)=O.O.[NH2:29]N.C(O)(=O)C>C(O)C>[CH3:26][C:3]1[NH:2][N:29]=[C:5]([C:7]2[S:8][CH:9]=[CH:10][C:11]=2[NH:12][C:13](=[O:25])[CH2:14][C:15]2[C:24]3[C:19](=[CH:20][CH:21]=[CH:22][CH:23]=3)[CH:18]=[CH:17][CH:16]=2)[CH:4]=1 |f:1.2|. Yields the product CC1=CC(=NN1)C=1SC=CC1NC(CC1=CC=CC2=CC=CC=C12)=O (N-(2-(5-methyl-1H-pyrazol-3-yl)thiophen-3-yl)-2-(naphthalen-1-yl)acetamide). Procedure details: To a solution of (E)-N-(2-(3-(dimethylamino)but-2-enoyl)thiophen-3-yl)-2-(naphthalen-1-yl)acetamide (139 mg, 0.37 mmol) in abs. ethanol (2 mL) was added hydrazine hydrate (1 mL, 62.91 mmol) and acetic acid (0.5 mL, 8.73 mmol). The reaction mixture was stirred at room temperature overnight under N2 (g) inlet and then concentrated under reduced pressure. The resulting residue was partitioned between ethyl acetate and H2O. The organic layer was dried (sodium sulfate), filtered and concentrated unde... Run at time 8 hour. The solvent is C(C)O (ethanol). Starting materials: 24, C1(=CC=CC=C1)C(C(=O)Cl)C1=CC=CC=C1 (diphenylacetyl chloride), C([O-])([O-])=O.[Na+].[Na+] (sodium carbonate), C1OC2CCNCC2OC1 (4-(ethylenedioxy)piperidine), resultant mixture. Run in C1=CC=CC=C1 (benzene). Run at time 8 hour. The product is C1OC2CCN(CC2OC1)C(C(C1=CC=CC=C1)C1=CC=CC=C1)=O (4-(ethylenedioxy)-1-(diphenylacetyl)piperidine). As a reaction SMILES: [C:1]1([CH:7]([C:11]2[CH:16]=[CH:15][CH:14]=[CH:13][CH:12]=2)[C:8](Cl)=[O:9])[CH:6]=[CH:5][CH:4]=[CH:3][CH:2]=1.C(=O)([O-])[O-].[Na+].[Na+].[CH2:23]1[CH2:32][O:31][CH:30]2[CH:25]([CH2:26][CH2:27][NH:28][CH2:29]2)[O:24]1>C1C=CC=CC=1>[CH2:23]1[CH2:32][O:31][CH:30]2[CH:25]([CH2:26][CH2:27][N:28]([C:8](=[O:9])[CH:7]([C:11]3[CH:16]=[CH:15][CH:14]=[CH:13][CH:12]=3)[C:1]3[CH:6]=[CH:5][CH:4]=[CH:3][CH:2]=3)[CH2:29]2)[O:24]1 |f:1.2.3|. Procedure: To a stirred solution of 24 parts of diphenylacetyl chloride in 250 parts by volume of benzene is added 15 parts of solid sodium carbonate and 16.4 parts of 4-(ethylenedioxy)piperidine. The resultant mixture is refluxed for about 29 hours, left overnight at room temperature, and filtered. The filtrate is washed twice with 10% hydrochloric acid, twice with saturated sodium bicarbonate solution and once with brine. The filtrate is then dried over magnesium sulfate, concentrated and recrystallized ... Reaction conditions: temperature 60 celsius, time 3 day. Reactants: Cl.NC(CC(=O)OCC)(C)C (ethyl 3-amino-3-methylbutyrate hydrochloride), BrCC1=CC(=NO1)C1=CC=C(C=C1)Cl (5-(bromomethyl)-3-(4-chlorophenyl)-isoxazole), C([O-])([O-])=O.[K+].[K+] (potassium carbonate). Run in O1CCCC1 (tetrahydrofuran), O1CCCC1 (tetrahydrofuran). Reaction SMILES: Cl.[NH2:2][C:3]([CH3:11])([CH3:10])[CH2:4][C:5]([O:7][CH2:8][CH3:9])=[O:6].Br[CH2:13][C:14]1[O:18][N:17]=[C:16]([C:19]2[CH:24]=[CH:23][C:22]([Cl:25])=[CH:21][CH:20]=2)[CH:15]=1.C(=O)([O-])[O-].[K+].[K+]>O1CCCC1>[Cl:25][C:22]1[CH:21]=[CH:20][C:19]([C:16]2[CH:15]=[C:14]([CH2:13][NH:2][C:3]([CH3:11])([CH3:10])[CH2:4][C:5]([O:7][CH2:8][CH3:9])=[O:6])[O:18][N:17]=2)=[CH:24][CH:23]=1 |f:0.1,3.4.5|. Procedure details: To a solution of ethyl 3-amino-3-methylbutyrate hydrochloride (333 mg) in tetrahydrofuran (4.00 mL), a solution in tetrahydrofuran (2.00 mL) of the compound (100 mg) obtained in step (2) above and potassium carbonate (406 mg) were added and the mixture was stirred at 60° C. for three days. After passing the reaction mixture through Celite (registered trademark), the filtrate was concentrated under reduced pressure and the resulting residue was roughly purified by preparative HPLC. To the resulti... Yields the product ClC1=CC=C(C=C1)C1=NOC(=C1)CNC(CC(=O)OCC)(C)C (Ethyl 3-({[3-(4-chlorophenyl)-isoxazol-5-yl]methyl}amino)-3-methylbutanoate). Starting materials: ClC1=NC=NC(=C1)OCC#C (4-chloro-6-(2-propynyloxy)pyrimidine), C([O-])([O-])=O.[K+].[K+] (potassium carbonate), CC=1C=C(C=CC1)O (3-methylphenol), [Cl-].[NH4+] (ammonium chloride). Run in CN(C=O)C (N,N-dimethylformamide). Run at temperature 60 celsius, time 7 hour. Product: CC=1C=C(OC2=NC=NC(=C2)OCC#C)C=CC1 (4-(3-methylphenoxy)-6-(2-propynyloxy)pyrimidine). Isolated yield 94.7%. Reaction SMILES: Cl[C:2]1[CH:7]=[C:6]([O:8][CH2:9][C:10]#[CH:11])[N:5]=[CH:4][N:3]=1.C(=O)([O-])[O-].[K+].[K+].[CH3:18][C:19]1[CH:20]=[C:21]([OH:25])[CH:22]=[CH:23][CH:24]=1.[Cl-].[NH4+]>CN(C)C=O>[CH3:18][C:19]1[CH:20]=[C:21]([CH:22]=[CH:23][CH:24]=1)[O:25][C:2]1[CH:7]=[C:6]([O:8][CH2:9][C:10]#[CH:11])[N:5]=[CH:4][N:3]=1 |f:1.2.3,5.6|. Procedure: To 5 ml of N,N-dimethylformamide were added 0.2 g of 4-chloro-6-(2-propynyloxy)pyrimidine, 0.25 g of potassium carbonate, and 0.14 g of 3-methylphenol, followed by stirring at 60° C. for 7 hours. The reaction mixture was then left for cooling to room temperature and poured into a saturated aqueous ammonium chloride solution, which was extracted three times with chloroform. The chloroform layers were combined, washed with diluted hydrochloric acid and then with water, and dried over anhydrous mag...